describe an organic reaction: reactants, conditions, products, and yield From a dataset of the Open Reaction Database (ORD), a public repository of structured organic reaction records. The reactants are IC=1N(C(C=2NC(=NC2N1)C=1C=NN(C1)CC1=CC(=CC=C1)C(F)(F)F)=O)CCC (2-Iodo-1-propyl-8-[1-(3-trifluoromethyl-benzyl)-1H-pyrazol-4-yl]-1,7-dihydro-purin-6-one), C1CCOC1 (THF), FC(F)(F)I (Trifluoromethyl iodide). The reagents and catalysts are [Zn] (Zn). The solvent is CN(C)P(=O)(N(C)C)N(C)C (HMPA). Conditions: time 2 hour. Product: C(CC)N1C(=NC=2N=C(NC2C1=O)C=1C=NN(C1)CC1=CC(=CC=C1)C(F)(F)F)C(F)(F)F (1-Propyl-2-trifluoromethyl-8-[1-(3-trifluoromethyl-benzyl)-1H-pyrazol-4-yl]-1,7-dihydro-purin-6-one). Isolated yield 14.0%. Reaction SMILES: I[C:2]1[N:3]([CH2:28][CH2:29][CH3:30])[C:4](=[O:27])[C:5]2[NH:6][C:7]([C:11]3[CH:12]=[N:13][N:14]([CH2:16][C:17]4[CH:22]=[CH:21][CH:20]=[C:19](C(F)(F)F)[CH:18]=4)[CH:15]=3)=[N:8][C:9]=2[N:10]=1.C1COCC1.[F:36][C:37](I)([F:39])[F:38]>[Zn].CN(P(N(C)C)(N(C)C)=O)C>[CH2:28]([N:3]1[C:4](=[O:27])[C:5]2[NH:6][C:7]([C:11]3[CH:12]=[N:13][N:14]([CH2:16][C:17]4[CH:22]=[CH:21][CH:20]=[C:19]([C:37]([F:39])([F:38])[F:36])[CH:18]=4)[CH:15]=3)=[N:8][C:9]=2[N:10]=[C:2]1[C:37]([F:39])([F:38])[F:36])[CH2:29][CH3:30]. Procedure details: A mixture of 2-Iodo-1-propyl-8-[1-(3-trifluoromethyl-benzyl)-1H-pyrazol-4-yl]-1,7-dihydro-purin-6-one (36 mg, 0.068 mmol), Zn dust (10 mg, 0.136 mmol) and THF (2 ml) was stirred for 2 hours at room temperature. Trifluoromethyl iodide gas was passed through the reaction mixture and HMPA (2 ml) was added and heated at 120° C. for 18 hours. The reaction mixture was cooled to room temperature, organic volatile solvent was evaporated and the residue was extracted with DCM (2×10 ml). The organic layer...